From a dataset of the Open Reaction Database (ORD), a public repository of structured organic reaction records. describe an organic reaction: reactants, conditions, products, and yield Starting materials: C(#N)[BH3-].[Na+] (sodium cyanoborohydride), FC(C1=CC(=CC=C1)C1=CC=NC=2N1N=CC2C#N)(F)F (7-(α,α,α-trifluoro-m-tolyl)pyrazolo[1,5-a]pyrimidine-3-carbonitrile). Run in C(C)(=O)O (acetic acid). Run at time 2 hour. Product: FC(C=1C=C(C=CC1)C1=CCNC=2N1N=CC2C#N)(F)F (4,5-Dihydro-7-[3-(trifluoromethyl)phenyl]pyrazolo[1,5-a]pyrimidine-3-carbonitrile). RXN SMILES: [F:1][C:2]([F:21])([F:20])[C:3]1[CH:8]=[CH:7][CH:6]=[C:5]([C:9]2[N:14]3[N:15]=[CH:16][C:17]([C:18]#[N:19])=[C:13]3[N:12]=[CH:11][CH:10]=2)[CH:4]=1.C([BH3-])#N.[Na+]>C(O)(=O)C>[F:20][C:2]([F:1])([F:21])[C:3]1[CH:4]=[C:5]([C:9]2[N:14]3[N:15]=[CH:16][C:17]([C:18]#[N:19])=[C:13]3[NH:12][CH2:11][CH:10]=2)[CH:6]=[CH:7][CH:8]=1 |f:1.2|. Reported procedure: To a solution of 6.0 g of 7-(α,α,α-trifluoro-m-tolyl)pyrazolo[1,5-a]pyrimidine-3-carbonitrile (Ex. 3, U.S. Pat. No. 4,236,005) in 100 ml of glacial acetic acid, was added in portions, 3.0 g of sodium cyanoborohydride at room temperature under nitrogen. The mixture was stirred at room temperature for 2 hours. The precipitate was collected by filtration, washed with water, then dissolved in dichloromethane. The organic solution was neutralized with a saturated solution of sodium bicarbonate, then ... Reactants: C=CCc1cc(F)cc(-c2ccccc2-c2ccccc2)c1O, ClCCl. Yields the product CC=Cc1cc(F)cc(-c2ccccc2-c2ccccc2)c1O. Reaction SMILES: [CH2:1]([CH:2]=[CH2:3])[c:4]1[c:5]([OH:23])[c:6](-[c:11]2[c:12](-[c:17]3[cH:18][cH:19][cH:20][cH:21][cH:22]3)[cH:13][cH:14][cH:15][cH:16]2)[cH:7][c:8]([F:10])[cH:9]1.[CH2:24]([Cl:25])[Cl:26]>>[CH:1](=[CH:2][CH3:3])[c:4]1[c:5]([OH:23])[c:6](-[c:11]2[c:12](-[c:17]3[cH:18][cH:19][cH:20][cH:21][cH:22]3)[cH:13][cH:14][cH:15][cH:16]2)[cH:7][c:8]([F:10])[cH:9]1. Starting materials: C(C)(C)(C)C1=CC=C(COC2=C(C(=O)O)C=C(C=C2)F)C=C1 (2-(4-tert-butylbenzyloxy)-5-fluorobenzoic acid), [BH4-].[Na+] (sodium borohydride), CN1CCOCC1 (N-methylmorpholine), ClC(=O)OCC (ethyl chloroformate), Cl (hydrochloric acid). The solvent is CO (methanol), C1CCOC1 (THF). Reaction conditions: temperature 0 celsius, time 15 minute. The product is C(C)(C)(C)C1=CC=C(COC2=C(C=C(C=C2)F)CO)C=C1 ([2-(4-tert-Butylbenzyloxy)-5-fluorophenyl]methanol). RXN SMILES: [C:1]([C:5]1[CH:22]=[CH:21][C:8]([CH2:9][O:10][C:11]2[CH:19]=[CH:18][C:17]([F:20])=[CH:16][C:12]=2[C:13](O)=[O:14])=[CH:7][CH:6]=1)([CH3:4])([CH3:3])[CH3:2].CN1CCOCC1.ClC(OCC)=O.[BH4-].[Na+].Cl>C1COCC1.CO>[C:1]([C:5]1[CH:22]=[CH:21][C:8]([CH2:9][O:10][C:11]2[CH:19]=[CH:18][C:17]([F:20])=[CH:16][C:12]=2[CH2:13][OH:14])=[CH:7][CH:6]=1)([CH3:4])([CH3:2])[CH3:3] |f:3.4|. Procedure: 6.65 g (22 mmol) of 2-(4-tert-butylbenzyloxy)-5-fluorobenzoic acid are suspended in 25 ml of THF and cooled to 0° C. 2.4 ml (22 mmol) of N-methylmorpholine and 2.1 ml (22 mmol) of ethyl chloroformate are added, and the solution is stirred at room temperature for 15 min. 2.50 g (66 mmol) of sodium borohydride are added and, after 3 h, methanol is added until gas evolution has subsided. The mixture is acidified with 1 N hydrochloric acid and concentrated in vacuo, and the residue is taken up in et... Starting materials: CS(C)=O, COC(=O)c1cccc([N+](=O)[O-])c1Cl, [Cs+], [F-], O. Product: COC(=O)c1cccc([N+](=O)[O-])c1F. RXN SMILES: [CH3:18][S:19]([CH3:20])=[O:21].[CH3:3][O:4][C:5]([c:6]1[c:7]([Cl:15])[c:8]([N+:12](=[O:13])[O-:14])[cH:9][cH:10][cH:11]1)=[O:16].[Cs+:2].[F-:1].[OH2:17]>>[F:1][c:7]1[c:6]([C:5]([O:4][CH3:3])=[O:16])[cH:11][cH:10][cH:9][c:8]1[N+:12](=[O:13])[O-:14]. The reactants are NC=1SC2=C(N1)C=C(C=C2)F (2-amino-5-fluoro-benzothiazole), Cl (hydrochloric acid), N(=O)[O-].[Na+] (sodium nitrite). The reagents and catalysts are [Cu] (copper). Solvent: O (water). Yields the product ClC=1SC2=C(N1)C=C(C=C2)F (2-chloro-5-fluoro-benzothiazole). The yield is 49.0%. RXN SMILES: N([O-])=O.[Na+].N[C:6]1[S:7][C:8]2[CH:14]=[CH:13][C:12]([F:15])=[CH:11][C:9]=2[N:10]=1.[ClH:16]>O.[Cu]>[Cl:16][C:6]1[S:7][C:8]2[CH:14]=[CH:13][C:12]([F:15])=[CH:11][C:9]=2[N:10]=1 |f:0.1|. Procedure details: A solution of 242 g (3.5 mol) of sodium nitrite in 440 ml of water is added dropwise with stirring to a mixture, cooled to -10° C., of 147 g (0.87 mol) of 2-amino-5-fluoro-benzothiazole, 1700 ml of conc. hydrochloric acid and 20 g of copper power and the reaction mixture is stirred at 0° C. for 60 minutes and at 50° C. for a further 60 minutes. It is then extracted with chloroform and the solvent is carefully removed by distillation from the organic phase in a water-jet vacuum. 80 g (49% of theo... The reactants are CCO, O=[N+]([O-])c1ccc2sc3ccc(F)cc3c2c1, [H][H]. Yields the product Nc1ccc2sc3ccc(F)cc3c2c1. RXN SMILES: [CH3:20][CH2:21][OH:22].[F:1][c:2]1[cH:3][c:4]2[c:5]([s:6][c:7]3[c:8]2[cH:9][c:10]([N+:13]([O-:14])=[O:15])[cH:11][cH:12]3)[cH:16][cH:17]1.[H:18][H:19]>>[F:1][c:2]1[cH:3][c:4]2[c:5]([s:6][c:7]3[c:8]2[cH:9][c:10]([NH2:13])[cH:11][cH:12]3)[cH:16][cH:17]1.